This data is from the Open Reaction Database (ORD), a public repository of structured organic reaction records. The task is: describe an organic reaction: reactants, conditions, products, and yield The reactants are 1-1, Cl.C(C)OC(CN)=O (glycine ethyl ester hydrochloride), COC1=C2CCN\C(\C2=CC=C1)=C/C(/C1=CC(=CC=C1)OC)=N\CC(=O)OCC (ethyl 2-((E)-((Z)-2-(5-methoxy-3,4-dihydroisoquinolin-1(2H)-ylidene)-1-(3-methoxyphenyl)ethylidene)amino)acetate). Run in CCO (EtOH), C(Cl)Cl (DCM). Conditions: temperature 100 celsius, time 2 hour. Yields the product COC1=C2CCN3C(C2=CC=C1)=CC(=NCC3=O)C3=CC(=CC=C3)OC (9-methoxy-2-(3-methoxyphenyl)-7,8-dihydro-[1,4]diazepino[7,1-a]isoquinolin-5(4H)-one). As a reaction SMILES: [CH3:1][O:2][C:3]1[CH:12]=[CH:11][CH:10]=[C:9]2[C:4]=1[CH2:5][CH2:6][NH:7]/[C:8]/2=[CH:13]\[C:14](=[N:23]/[CH2:24][C:25](OCC)=[O:26])\[C:15]1[CH:20]=[CH:19][CH:18]=[C:17]([O:21][CH3:22])[CH:16]=1.Cl.C(OC(=O)CN)C>CCO.C(Cl)Cl>[CH3:1][O:2][C:3]1[CH:12]=[CH:11][CH:10]=[C:9]2[C:4]=1[CH2:5][CH2:6][N:7]1[C:25](=[O:26])[CH2:24][N:23]=[C:14]([C:15]3[CH:20]=[CH:19][CH:18]=[C:17]([O:21][CH3:22])[CH:16]=3)[CH:13]=[C:8]12 |f:1.2|. Reported procedure: ethyl 2-((E)-((Z)-2-(5-methoxy-3,4-dihydroisoquinolin-1(2H)-ylidene)-1-(3-methoxyphenyl)ethylidene)amino)acetate. 1-2. A mixture of 1-1 (5.8 g, 18.81 mmol) and glycine ethyl ester hydrochloride (13.1 g, 94 mmol) in EtOH (200 mL) was heated to 100° C. and stirred for 2 h. The reaction was then cooled to RT and the mixture was concentrated in vacuo. The residue obtained was taken up in DCM and washed with a 1M aq. solution of NaOH. The org. layer was then dried over Na2SO4, filtered and concentrat... Reactants: COC(CCC1CC(C=C(C1)C)=O)(C)C (3-(3-methoxy-3-methylbut-1-yl)-5-methylcyclohex-5-en-1-one), [H][H] (hydrogen). Reagents/catalysts: [Pd] (Palladium on charcoal). Solvent: CO (methanol). The product is COC(CCC1CC(CC(C1)C)=O)(C)C (3-(3-methoxy-3-methylbut-1-yl)-5-methylcyclohexan-1-one). As a reaction SMILES: [CH3:1][O:2][C:3]([CH3:15])([CH3:14])[CH2:4][CH2:5][CH:6]1[CH2:11][C:10]([CH3:12])=[CH:9][C:8](=[O:13])[CH2:7]1.[H][H]>CO.[Pd]>[CH3:1][O:2][C:3]([CH3:14])([CH3:15])[CH2:4][CH2:5][CH:6]1[CH2:11][CH:10]([CH3:12])[CH2:9][C:8](=[O:13])[CH2:7]1. Procedure details: A solution of 3-(3-methoxy-3-methylbut-1-yl)-5-methylcyclohex-5-en-1-one (30.0 g, 0.14 mol) in methanol (150 mL) was placed in a thick walled bottle. Palladium on charcoal (5%, 2.0 g) was added and the mixture was shaken under 53.5 psi of hydrogen. When the theoretical amount of hydrogen had been consumed, workup yielded 3-(3-methoxy-3-methylbut-1-yl)-5-methylcyclohexan-1-one as a mixture of two diastereoisomers bp0.5 104°-107° C. (27.6 g, ratio 69:93.1); NMR(CDCl3)δ1.0(d,3H), 1.1(s,6H), 1.3-1.5... Starting materials: C1(=CC=CC=C1)C(N1CCN(CC1)CC1=CC2=C(N(C(=N2)N)C)C=C1)C1=CC=CC=C1 (5-[4-(diphenylmethyl)-1-piperazinylmethyl]-1-methyl-1H-benzimidazol-2-amine), N(=C=O)CCCC (1-isocyanatobutane). The solvent is O1CCCC1 (tetrahydrofuran). The product is C(CCC)NC(=O)NC1=NC2=C(N1C)C=CC(=C2)CN2CCN(CC2)C(C2=CC=CC=C2)C2=CC=CC=C2 (N-butyl-N'-{5-[4-(diphenylmethyl)-1-piperazinylmethyl]-1-methyl-1H-benzimidazol-2-yl}urea). Isolated yield 66.7%. Reaction SMILES: [C:1]1([CH:7]([C:26]2[CH:31]=[CH:30][CH:29]=[CH:28][CH:27]=2)[N:8]2[CH2:13][CH2:12][N:11]([CH2:14][C:15]3[CH:25]=[CH:24][C:18]4[N:19]([CH3:23])[C:20]([NH2:22])=[N:21][C:17]=4[CH:16]=3)[CH2:10][CH2:9]2)[CH:6]=[CH:5][CH:4]=[CH:3][CH:2]=1.[N:32]([CH2:35][CH2:36][CH2:37][CH3:38])=[C:33]=[O:34]>O1CCCC1>[CH2:35]([NH:32][C:33]([NH:22][C:20]1[N:19]([CH3:23])[C:18]2[CH:24]=[CH:25][C:15]([CH2:14][N:11]3[CH2:12][CH2:13][N:8]([CH:7]([C:1]4[CH:6]=[CH:5][CH:4]=[CH:3][CH:2]=4)[C:26]4[CH:31]=[CH:30][CH:29]=[CH:28][CH:27]=4)[CH2:9][CH2:10]3)=[CH:16][C:17]=2[N:21]=1)=[O:34])[CH2:36][CH2:37][CH3:38]. Reported procedure: A mixture of 4.1 parts of 5-[4-(diphenylmethyl)-1-piperazinylmethyl]-1-methyl-1H-benzimidazol-2-amine, 1 part of 1-isocyanatobutane and 180 parts of tetrahydrofuran is stirred and refluxed over week-end. After cooling to room temperature, the reaction mixture is filtered and the filtrate is evaporated. The residue is purified by column-chromatography over silica gel using a mixture of trichloromethane and methanol (95:5 by volume) as eluent. The pure fractions are collected and the eluent is eva... Reactants: ice, C(C)(=O)Cl (acetyl chloride), C(=O)(O)[O-].[Na+] (NaHCO3), Cl (HCl), FC(C=1C=C(CNC(C(=O)O)C2=CN(C3=CC=CC=C23)CC2=CC=CC=C2)C=CC1)(F)F (α-[3-(trifluoromethyl)benzylamino]-1-benzylindole-3-acetic acid), C(=O)(O)[O-].[Na+] (NaHCO3). The solvent is CO (methanol). Run at time 45 minute. Yields the product FC(C=1C=C(CNC(C(=O)OC)C2=CN(C3=CC=CC=C23)CC2=CC=CC=C2)C=CC1)(F)F (Methyl α-[3-(trifluoromethyl)benzylamino]-1-benzylindole-3-acetate). As a reaction SMILES: [C:1](Cl)(=O)C.Cl.[F:6][C:7]([F:37])([F:36])[C:8]1[CH:9]=[C:10]([CH:33]=[CH:34][CH:35]=1)[CH2:11][NH:12][CH:13]([C:17]1[C:25]2[C:20](=[CH:21][CH:22]=[CH:23][CH:24]=2)[N:19]([CH2:26][C:27]2[CH:32]=[CH:31][CH:30]=[CH:29][CH:28]=2)[CH:18]=1)[C:14]([OH:16])=[O:15].C([O-])(O)=O.[Na+]>CO>[F:37][C:7]([F:6])([F:36])[C:8]1[CH:9]=[C:10]([CH:33]=[CH:34][CH:35]=1)[CH2:11][NH:12][CH:13]([C:17]1[C:25]2[C:20](=[CH:21][CH:22]=[CH:23][CH:24]=2)[N:19]([CH2:26][C:27]2[CH:32]=[CH:31][CH:30]=[CH:29][CH:28]=2)[CH:18]=1)[C:14]([O:16][CH3:1])=[O:15] |f:3.4|. Reported procedure: To a magnetically stirred solution of 100 ml of methanol cooled in an ice-acetone bath at ca. -15° C., was treated dropwise with acetyl chloride (27.3 g, 350 mmol, 35 eq) over a six-minute period as a convenient way to generate HCl in situ. The solution was stirred at ambient temperature for 45 minutes, then solid α-[3-(trifluoromethyl)benzylamino]-1-benzylindole-3-acetic acid was added which formed a dark rose colored solution. After stirring for 22 hours the reaction mixture was poured into 10... Reactants: [Cl-].[NH4+] (ammonium chloride), CSC(C#N)C1=CC(=CC=C1)OC1=CC=CC=C1 (alpha-(methylthio)(m-phenoxyphenyl)-acetonitrile), CI (methyl iodide), C[O-].[Na+] (sodium methoxide). Solvent: CO (methanol), CO (methanol). Yields the product CSC(C#N)(C)C1=CC(=CC=C1)OC1=CC=CC=C1 (alpha-(methylthio)-alpha-(m-phenoxyphenyl)-propionitrile). The yield is 82.0%. RXN SMILES: [CH3:1][S:2][CH:3]([C:6]1[CH:11]=[CH:10][CH:9]=[C:8]([O:12][C:13]2[CH:18]=[CH:17][CH:16]=[CH:15][CH:14]=2)[CH:7]=1)[C:4]#[N:5].[CH3:19][O-].[Na+].CI.[Cl-].[NH4+]>CO>[CH3:1][S:2][C:3]([C:6]1[CH:11]=[CH:10][CH:9]=[C:8]([O:12][C:13]2[CH:18]=[CH:17][CH:16]=[CH:15][CH:14]=2)[CH:7]=1)([CH3:19])[C:4]#[N:5] |f:1.2,4.5|. Procedure details: 956 ml of alpha-(methylthio)(m-phenoxyphenyl)-acetonitrile was dissolved in 5 ml of anhydrous methanol, and 1.7 ml of a 2.5 M methanol solution of sodium methoxide was added at room temperature in an atmosphere of argon. The mixture was stirred, and 0.34 ml of methyl iodide was added dropwise. The mixture was further stirred for 1 hour at room temperature. An aqueous solution of ammonium chloride (3 g/20 ml) was added, and the mixture was extracted with 20 ml of ether three times. The extract wa... The reactants are C(C1=CC=CC=C1)OC(=O)N[C@@H](C(=O)O[C@H]1CN2CCC1CC2)C2=CC=CC=C2 ((R)—((R)-quinuclidin-3-yl) 2-(benzyloxy-carbonylamino)-2-phenylacetate), BrCC(=O)C1=CC=CC=C1 (2-bromo-1-phenylethanone). Run in CCOC(=O)C (EtOAc). Conditions: time 15 hour. The product is [Br-].C(C1=CC=CC=C1)OC(=O)N[C@@H](C(=O)O[C@H]1C[N+]2(CCC1CC2)CC(C2=CC=CC=C2)=O)C2=CC=CC=C2 ((R)-3-((R)-2-(benzyloxycarbonylamino)-2-phenylacetoxy)-1-(2-oxo-2-phenylethyl)-1-azoniabicyclo[2.2.2]octane bromide). The yield is 75.8%. RXN SMILES: [CH2:1]([O:8][C:9]([NH:11][C@H:12]([C:24]1[CH:29]=[CH:28][CH:27]=[CH:26][CH:25]=1)[C:13]([O:15][C@@H:16]1[CH:21]2[CH2:22][CH2:23][N:18]([CH2:19][CH2:20]2)[CH2:17]1)=[O:14])=[O:10])[C:2]1[CH:7]=[CH:6][CH:5]=[CH:4][CH:3]=1.[Br:30][CH2:31][C:32]([C:34]1[CH:39]=[CH:38][CH:37]=[CH:36][CH:35]=1)=[O:33]>CCOC(C)=O>[Br-:30].[CH2:1]([O:8][C:9]([NH:11][C@H:12]([C:24]1[CH:29]=[CH:28][CH:27]=[CH:26][CH:25]=1)[C:13]([O:15][C@@H:16]1[CH:21]2[CH2:20][CH2:19][N+:18]([CH2:31][C:32](=[O:33])[C:34]3[CH:39]=[CH:38][CH:37]=[CH:36][CH:35]=3)([CH2:23][CH2:22]2)[CH2:17]1)=[O:14])=[O:10])[C:2]1[CH:7]=[CH:6][CH:5]=[CH:4][CH:3]=1 |f:3.4|. Procedure: To a solution of (R)—((R)-quinuclidin-3-yl) 2-(benzyloxy-carbonylamino)-2-phenylacetate (40 mg, 0.10 mmol) in EtOAc (3 ml), 2-bromo-1-phenylethanone (22.2 mg, 0.11 mmol) was added and the reaction was stirred at RT for 15 hours, and then the solvent was evaporated. The crude was purified by silica gel flash chromatography (DCM/MeOH=93/7) to obtain (R)-3-((R)-2-(benzyloxycarbonylamino)-2-phenylacetoxy)-1-(2-oxo-2-phenylethyl)-1-azoniabicyclo[2.2.2]octane bromide (45.0 mg; 74.8% yield). The reactants are C[C@@H](C1=CC=CC=C1)N ((S)-(−)-α-Methylbenzylamine), C(C=O)(=O)O (glyoxylic acid), C1(=CC=CC=C1)C (Toluene), C(C=O)(=O)O (Glyoxylic acid). The solvent is O (water). Run at temperature -5 celsius, time 10 minute. The product is C1(=CC=CC=C1)[C@H](C)N=CC(=O)OCC (Ethyl [(S)-1-phenylethyl]iminoethanoate). Reaction SMILES: [CH3:1][C@H:2]([NH2:9])[C:3]1[CH:8]=[CH:7][CH:6]=[CH:5][CH:4]=1.[C:10]1([CH3:16])C=CC=CC=1.[C:17]([OH:21])(=[O:20])[CH:18]=O>O>[C:3]1([C@@H:2]([N:9]=[CH:18][C:17]([O:21][CH2:10][CH3:16])=[O:20])[CH3:1])[CH:8]=[CH:7][CH:6]=[CH:5][CH:4]=1. Procedure details: The synthesis was performed according to the procedure reported in the literature. (S)-(−)-α-Methylbenzylamine (238.6 g, 1.964 mol) was added into 2 L round bottom flask equipped a stirrer bar. Toluene (520 mL) was added. The reaction mixture was cooled to −5° C., and was allowed to stir for 10 min. Glyoxylic acid (200 g, 1.96 mol) was tranferred to a dropping funnel and was added slowly to the cooled reaction mixture for approximately 15 min. As the addition of the glyoxylic acid proceeded, the...